Dataset: the Open Reaction Database (ORD), a public repository of structured organic reaction records. Task: describe an organic reaction: reactants, conditions, products, and yield Reactants: CI (Methyl iodide), C(CCC)SC=1C(=NSN1)C=1C=NC=CC1 (3-(4-butylthio-1,2,5-thiadiazol-3-yl)pyridine). Conditions: time 48 hour. The product is [I-].C(CCC)SC=1C(=NSN1)C=1C=[N+](C=CC1)C (3-(4-butylthio-1,2,5-thiadiazol-3-yl)-1-methylpyridinium iodide). As a reaction SMILES: [CH3:1][I:2].[CH2:3]([S:7][C:8]1[C:9]([C:13]2[CH:14]=[N:15][CH:16]=[CH:17][CH:18]=2)=[N:10][S:11][N:12]=1)[CH2:4][CH2:5][CH3:6]>>[I-:2].[CH2:3]([S:7][C:8]1[C:9]([C:13]2[CH:14]=[N+:15]([CH3:1])[CH:16]=[CH:17][CH:18]=2)=[N:10][S:11][N:12]=1)[CH2:4][CH2:5][CH3:6] |f:2.3|. Procedure details: Methyl iodide (1 ml, 15 mmol) was added to a solution of 3-(4-butylthio-1,2,5-thiadiazol-3-yl)pyridine (0.6 g, 2.3 mmol) and the reaction mixture was stirred at room temperature for 48 h and evaporated. The reactants are CC(C)C(NC(=O)OC(C)(C)C)C(=O)O, CN(C)C=O, C(=NC1CCCCC1)=NC1CCCCC1, O=[N+]([O-])c1ccc(O)cc1. Yields the product CC(C)C(NC(=O)OC(C)(C)C)C(=O)Oc1ccc([N+](=O)[O-])cc1. RXN SMILES: [C:1]([CH3:2])([CH3:3])([CH3:4])[O:5][C:6](=[O:7])[NH:8][CH:9]([CH:10]([CH3:11])[CH3:12])[C:13](=[O:14])[OH:15].[CH3:41][N:42]([CH3:43])[CH:44]=[O:45].[CH:16]1([N:17]=[C:18]=[N:19][CH:20]2[CH2:21][CH2:22][CH2:23][CH2:24][CH2:25]2)[CH2:26][CH2:27][CH2:28][CH2:29][CH2:30]1.[N+:31](=[O:32])([O-:33])[c:34]1[cH:35][cH:36][c:37]([OH:40])[cH:38][cH:39]1>>[C:1]([CH3:2])([CH3:3])([CH3:4])[O:5][C:6](=[O:7])[NH:8][CH:9]([CH:10]([CH3:11])[CH3:12])[C:13]([O:14][c:37]1[cH:36][cH:35][c:34]([N+:31](=[O:32])[O-:33])[cH:39][cH:38]1)=[O:15].